Dataset: the Open Reaction Database (ORD), a public repository of structured organic reaction records. Task: describe an organic reaction: reactants, conditions, products, and yield Reactants: CC1CN(c2ccnc3cc(Cl)ccc23)CCN1, ClCCl, O=C=Nc1ccc(F)cc1. Yields the product CC1CN(c2ccnc3cc(Cl)ccc23)CCN1C(=O)Nc1ccc(F)cc1. As a reaction SMILES: [Cl:1][c:2]1[cH:3][cH:4][c:5]2[c:6]([N:12]3[CH2:13][CH:14]([CH3:18])[NH:15][CH2:16][CH2:17]3)[cH:7][cH:8][n:9][c:10]2[cH:11]1.[Cl:29][CH2:30][Cl:31].[F:19][c:20]1[cH:21][cH:22][c:23]([N:26]=[C:27]=[O:28])[cH:24][cH:25]1>>[Cl:1][c:2]1[cH:3][cH:4][c:5]2[c:6]([N:12]3[CH2:13][CH:14]([CH3:18])[N:15]([C:27]([NH:26][c:23]4[cH:22][cH:21][c:20]([F:19])[cH:25][cH:24]4)=[O:28])[CH2:16][CH2:17]3)[cH:7][cH:8][n:9][c:10]2[cH:11]1. Reactants: CC1=C(N=C(O1)C1=CC=CC=C1)CCOC1=CC=C(CO)C=C1 (4-[2-(5-methyl-2-phenyl-4-oxazolyl)ethoxy]benzyl alcohol), S(=O)(Cl)Cl (thionyl chloride). The solvent is C(Cl)(Cl)Cl (chloroform). Run at time 1 hour. Yields the product CC1=C(N=C(O1)C1=CC=CC=C1)CCOC1=CC=C(CCl)C=C1 (4-[2-(5-methyl-2-phenyl-4-oxazolyl)ethoxy]benzyl chloride). Isolated yield 90.2%. RXN SMILES: [CH3:1][C:2]1[O:6][C:5]([C:7]2[CH:12]=[CH:11][CH:10]=[CH:9][CH:8]=2)=[N:4][C:3]=1[CH2:13][CH2:14][O:15][C:16]1[CH:23]=[CH:22][C:19]([CH2:20]O)=[CH:18][CH:17]=1.S(Cl)([Cl:26])=O>C(Cl)(Cl)Cl>[CH3:1][C:2]1[O:6][C:5]([C:7]2[CH:12]=[CH:11][CH:10]=[CH:9][CH:8]=2)=[N:4][C:3]=1[CH2:13][CH2:14][O:15][C:16]1[CH:23]=[CH:22][C:19]([CH2:20][Cl:26])=[CH:18][CH:17]=1. Procedure: To a solution of 4-[2-(5-methyl-2-phenyl-4-oxazolyl)ethoxy]benzyl alcohol (6.8 g) in chloroform (100 ml) was added thionyl chloride (3.1 g), and the mixture was stirred for one hour at room temperature. The reaction mixture was washed with a saturated aqueous solution of sodium hydrogencarbonate and then water, followed by drying (MgSO4). The solvent was distilled off to leave 4-[2-(5-methyl-2-phenyl-4-oxazolyl)ethoxy]benzyl chloride (6.5 g, 90%) as colorless needles, m.p.93°-94° C. Reactants: O=C([O-])[O-], OCCOCCc1ccccc1, CS(=O)(=O)O, [K+], [K+], CC(C)(C)OC(=O)N1CCC(c2ccc(O)cc2)C(O)C1. The product is CC(C)(C)OC(=O)N1CCC(c2ccc(OCCOCCc3ccccc3)cc2)C(O)C1. As a reaction SMILES: [C:39](=[O:40])([O-:41])[O-:42].[CH2:27]([CH2:28][c:29]1[cH:30][cH:31][cH:32][cH:33][cH:34]1)[O:35][CH2:36][CH2:37][OH:38].[CH3:22][S:23]([OH:24])(=[O:25])=[O:26].[K+:43].[K+:44].[OH:1][CH:2]1[CH2:3][N:4]([C:15](=[O:16])[O:17][C:18]([CH3:19])([CH3:20])[CH3:21])[CH2:5][CH2:6][CH:7]1[c:8]1[cH:9][cH:10][c:11]([OH:14])[cH:12][cH:13]1>>[OH:1][CH:2]1[CH2:3][N:4]([C:15](=[O:16])[O:17][C:18]([CH3:19])([CH3:20])[CH3:21])[CH2:5][CH2:6][CH:7]1[c:8]1[cH:9][cH:10][c:11]([O:14][CH2:37][CH2:36][O:35][CH2:27][CH2:28][c:29]2[cH:30][cH:31][cH:32][cH:33][cH:34]2)[cH:12][cH:13]1. Reactants: CS(=O)(=O)Cl, CS(=O)(=O)c1ccc(-c2cc(N)sc2-c2ccc(F)cc2)cc1, c1ccncc1. The product is CS(=O)(=O)Nc1cc(-c2ccc(S(C)(=O)=O)cc2)c(-c2ccc(F)cc2)s1. RXN SMILES: [CH3:24][S:25]([Cl:26])(=[O:27])=[O:28].[F:1][c:2]1[cH:3][cH:4][c:5](-[c:8]2[c:9](-[c:14]3[cH:15][cH:16][c:17]([S:20](=[O:21])(=[O:22])[CH3:23])[cH:18][cH:19]3)[cH:10][c:11]([NH2:13])[s:12]2)[cH:6][cH:7]1.[cH:29]1[cH:30][cH:31][n:32][cH:33][cH:34]1>>[F:1][c:2]1[cH:3][cH:4][c:5](-[c:8]2[c:9](-[c:14]3[cH:15][cH:16][c:17]([S:20](=[O:21])(=[O:22])[CH3:23])[cH:18][cH:19]3)[cH:10][c:11]([NH:13][S:25]([CH3:24])(=[O:27])=[O:28])[s:12]2)[cH:6][cH:7]1.